From a dataset of the Open Reaction Database (ORD), a public repository of structured organic reaction records. describe an organic reaction: reactants, conditions, products, and yield Starting materials: C(C)(C)(C)OC(=O)N1CCC=2C(=C(N3N=CC=C3N2)N2CC(C2)C(=O)O)CC1 (10-(3-Carboxy-azetidin-1-yl)-5,6,8,9-tetrahydro-1,4,7,10a-tetraaza-cyclohept[f]indene-7-carboxylic acid tert-butyl ester), [Cl-].FC1(CC[NH2+]CCC1)F (4,4-Difluoro-perhydro-azepinium chloride). The product is C(C)(C)(C)OC(=O)N1CCC=2C(=C(N3N=CC=C3N2)N2CC(C2)C(=O)N2CCC(CCC2)(F)F)CC1 (10-[3-(4,4-Difluoro-perhydro-azepine-1-carbonyl)-azetidin-1-yl]-5,6,8,9-tetrahydro-1,4,7,10a-tetraaza-cyclohept[f]indene-7-carboxylic acid tert-butyl ester). Reaction SMILES: [C:1]([O:5][C:6]([N:8]1[CH2:28][CH2:27][C:12]2=[C:13]([N:20]3[CH2:23][CH:22]([C:24](O)=[O:25])[CH2:21]3)[N:14]3[C:18]([N:19]=[C:11]2[CH2:10][CH2:9]1)=[CH:17][CH:16]=[N:15]3)=[O:7])([CH3:4])([CH3:3])[CH3:2].[Cl-].[F:30][C:31]1([F:38])[CH2:37][CH2:36][CH2:35][NH2+:34][CH2:33][CH2:32]1>>[C:1]([O:5][C:6]([N:8]1[CH2:28][CH2:27][C:12]2=[C:13]([N:20]3[CH2:21][CH:22]([C:24]([N:34]4[CH2:35][CH2:36][CH2:37][C:31]([F:38])([F:30])[CH2:32][CH2:33]4)=[O:25])[CH2:23]3)[N:14]3[C:18]([N:19]=[C:11]2[CH2:10][CH2:9]1)=[CH:17][CH:16]=[N:15]3)=[O:7])([CH3:4])([CH3:3])[CH3:2] |f:1.2|. Reported procedure: Prepared according to example 38c starting from 300 mg (0.58 mmol) of 10-(3-Carboxy-azetidin-1-yl)-5,6,8,9-tetrahydro-1,4,7,10a-tetraaza-cyclohept[f]indene-7-carboxylic acid tert-butyl ester (as DIPEA salt) and 120 mg (0.70 mmol) of 4,4-Difluoro-perhydro-azepinium chloride. Starting materials: CO, CCOC(=O)CN1C(=O)C(N)C(c2cccs2)Sc2ccccc21, N. Yields the product NC(=O)CN1C(=O)C(N)C(c2cccs2)Sc2ccccc21. Reaction SMILES: [CH3:26][OH:27].[NH2:1][CH:2]1[CH:3]([c:20]2[s:21][cH:22][cH:23][cH:24]2)[S:4][c:5]2[c:6]([cH:16][cH:17][cH:18][cH:19]2)[N:7]([CH2:10][C:11]([O:13][CH2:12][CH3:14])=[O:15])[C:8]1=[O:9].[NH3:25]>>[NH2:1][CH:2]1[CH:3]([c:20]2[s:21][cH:22][cH:23][cH:24]2)[S:4][c:5]2[c:6]([cH:16][cH:17][cH:18][cH:19]2)[N:7]([CH2:10][C:11](=[O:13])[NH2:25])[C:8]1=[O:9]. Reactants: ClC1=NC=C(C(=O)Cl)C=C1 (6-chloronicotinoyl chloride), C(C1=CC=CC=C1)OC1=CC(=C(N)C=C1)[N+](=O)[O-] (4-benzyloxy-2-nitroaniline). Yields the product ClC1=CC=C(C=N1)C(=O)NC1=C(C=C(C=C1)OCC1=CC=CC=C1)[N+](=O)[O-] (6-Chloro-N-(4-benzyloxy-2-nitrophenyl)-3-pyridinecarboxamide). Reaction SMILES: [Cl:1][C:2]1[CH:10]=[CH:9][C:5]([C:6](Cl)=[O:7])=[CH:4][N:3]=1.[CH2:11]([O:18][C:19]1[CH:25]=[CH:24][C:22]([NH2:23])=[C:21]([N+:26]([O-:28])=[O:27])[CH:20]=1)[C:12]1[CH:17]=[CH:16][CH:15]=[CH:14][CH:13]=1>>[Cl:1][C:2]1[N:3]=[CH:4][C:5]([C:6]([NH:23][C:22]2[CH:24]=[CH:25][C:19]([O:18][CH2:11][C:12]3[CH:17]=[CH:16][CH:15]=[CH:14][CH:13]=3)=[CH:20][C:21]=2[N+:26]([O-:28])=[O:27])=[O:7])=[CH:9][CH:10]=1. Procedure details: The title compound was prepared from 6-chloronicotinoyl chloride and 4-benzyloxy-2-nitroaniline and was obtained as a yellow solid as described in Example 1. 1H NMR (CDCl3): 11.13 (bs, 1H), 9.00 (d, J=3.0, 1H), 8.83 (d, J=9.3, 1H), 8.23-8.20 (m, 1H), 7.85 (d, J=3.0, 1H), 7.53-7.46 (m, 1H), 7.44-7.37 (m, 6H), 5.15 (s, 2H). The reactants are resultant solution, BrN1C(CCC1=O)=O (N-bromosuccinimide), azoisobutyronitrile, C(C1=CC=CC=C1)(=O)N1C=CC2=CC(=CC=C12)C (N-benzoyl-5-methylindole). The solvent is C(Cl)(Cl)(Cl)Cl (CCl4), C(Cl)Cl (CH2Cl2). Product: C(C1=CC=CC=C1)(=O)N1C=CC2=CC(=CC=C12)CBr (N-benzoyl-5-(bromomethyl)-indole). Yield: 76.2%. As a reaction SMILES: [C:1]([N:9]1[C:17]2[C:12](=[CH:13][C:14]([CH3:18])=[CH:15][CH:16]=2)[CH:11]=[CH:10]1)(=[O:8])[C:2]1[CH:7]=[CH:6][CH:5]=[CH:4][CH:3]=1.[Br:19]N1C(=O)CCC1=O>C(Cl)(Cl)(Cl)Cl.C(Cl)Cl>[C:1]([N:9]1[C:17]2[C:12](=[CH:13][C:14]([CH2:18][Br:19])=[CH:15][CH:16]=2)[CH:11]=[CH:10]1)(=[O:8])[C:2]1[CH:3]=[CH:4][CH:5]=[CH:6][CH:7]=1. Procedure details: A suspension of the product of Step A (5.5 g 23.4 mmol) in 10 mL of CCl4 was heated to reflux. N-bromosuccinimide (4.6 g, 25.7 mmol) and several crystals (approximately 100 mg) of azoisobutyronitrile (AIBN) were added. The resultant solution was stirred at reflux for 4 hours. The solution was cooled, diluted with 1.5 L of CH2Cl2 and washed with 400 mL of H2O and 400 mL of brine. The organic phase was dried over MgSO4, filtered and concentrated to a brown oil. The resultant oil was flash chromato... Reactants: BrC1=CC=2NC(NC(C2S1)=O)(C)C (6-bromo-2,2-dimethyl-2,3-dihydrothieno[3,2-d]pyrimidin-4(1H)-one), N1N=CC(=C1)B1OC(C)(C)C(C)(C)O1 (4-pyrazoleboronic acid pinacol ester), C([O-])([O-])=O.[Na+].[Na+] (sodium carbonate), COCCOC (1,2-dimethoxyethane), 1,1′-bis (diphenylphosphino)ferrocenepalladium (II) dichloride dichloromethane. Solvent: O (water). Reaction conditions: temperature 120 celsius, time 4 hour. Product: CC1(NC(C2=C(N1)C=C(S2)C=2C=NNC2)=O)C (2,2-dimethyl-6-(1H-pyrazol-4-yl)-2,3-dihydrothieno[3,2-d]pyrimidin-4(1H)-one). The yield is 25.8%. Reaction SMILES: Br[C:2]1[S:10][C:9]2[C:8](=[O:11])[NH:7][C:6]([CH3:13])([CH3:12])[NH:5][C:4]=2[CH:3]=1.[NH:14]1[CH:18]=[C:17](B2OC(C)(C)C(C)(C)O2)[CH:16]=[N:15]1.C(=O)([O-])[O-].[Na+].[Na+].COCCOC>O>[CH3:12][C:6]1([CH3:13])[NH:5][C:4]2[CH:3]=[C:2]([C:17]3[CH:18]=[N:14][NH:15][CH:16]=3)[S:10][C:9]=2[C:8](=[O:11])[NH:7]1 |f:2.3.4|. Reported procedure: A mixture of 6-bromo-2,2-dimethyl-2,3-dihydrothieno[3,2-d]pyrimidin-4(1H)-one (0.125 g, 0.480 mmol), 4-pyrazoleboronic acid pinacol ester (0.279 g, 1.44 mmol), sodium carbonate (0.254 g, 2.40 mmol), 1,2-dimethoxyethane (2.4 mL) and water (1.2 mL) was purged with argon. Then, 1,1′-bis (diphenylphosphino)ferrocenepalladium (II) dichloride dichloromethane adduct (0.041 g, 0.050 mmol) was added to the mixture and the mixture was purged with argon again. The mixture was stirred at 120° C. for 4 h in ... Reactants: C([O-])(O)=O.[Na+] (Sodium bicarbonate), COC=1C=C2C(=CC1)NC1=C2CCN2C(CCC(=C12)CC)=O (9-methoxy-1-ethyl-2,3,4,6,7,12-hexahydroindolo[2,3-a]quinolizin-4-one). Reagents/catalysts: [Pd] (palladium-on-charcoal). The solvent is C(C)O (ethanol). Conditions: time 8 hour. Yields the product COC=1C=C2C(=CC1)NC1=C2CCN2C(CCC(C12)CC)=O (9-methoxy-1-ethyl-1,2,3,4,6,7,12,12b-octahydroindolo[2,3-a]quinolizin4-one). As a reaction SMILES: C(=O)(O)[O-].[Na+].[CH3:6][O:7][C:8]1[CH:9]=[C:10]2[C:16]3[CH2:17][CH2:18][N:19]4[C:24]([C:15]=3[NH:14][C:11]2=[CH:12][CH:13]=1)=[C:23]([CH2:25][CH3:26])[CH2:22][CH2:21][C:20]4=[O:27]>C(O)C.[Pd]>[CH3:6][O:7][C:8]1[CH:9]=[C:10]2[C:16]3[CH2:17][CH2:18][N:19]4[CH:24]([C:15]=3[NH:14][C:11]2=[CH:12][CH:13]=1)[CH:23]([CH2:25][CH3:26])[CH2:22][CH2:21][C:20]4=[O:27] |f:0.1|. Reported procedure: Sodium bicarbonate (500 mg) and palladium-on-charcoal are successively added to a solution of 9-methoxy-1-ethyl-2,3,4,6,7,12-hexahydroindolo[2,3-a]quinolizin-4-one (500 mg) in ethanol. and the mixture is stirred overnight under a hydrogen atmosphere. After filtration and evaporation of the solvent, the crude product is recrystallized from ethyl acetate. 9-Methoxy-I-ethyl-1,2,3 ,4,6,7,12,12b-octahydroindolo[2,3-a]quinolizin-4-one is thus recovered (76%).